From a dataset of the Open Reaction Database (ORD), a public repository of structured organic reaction records. describe an organic reaction: reactants, conditions, products, and yield Starting materials: COCCOC1=CC(=C(C=C1)[N+](=O)[O-])[N+](=O)[O-] (2-methoxyethoxy-3,4-dinitrobenzene), N1C=CC2=CC=C(C=C12)NC(=O)C1=CC=C(C=O)C=C1 (4-(6-indolylaminocarbonyl)benzaldehyde). Product: COCCOC=1C=CC2=C(NC(=N2)C2=CC=C(C(=O)NC3=CC=C4C=CNC4=C3)C=C2)C1 (4-(6-(2-Methoxyethoxy)-1H-benzo[d]imidazol-2-yl)-N-(1H-indol-6-yl)benzamide). RXN SMILES: [CH3:1][O:2][CH2:3][CH2:4][O:5][C:6]1[CH:11]=[CH:10][C:9]([N+:12]([O-])=O)=[C:8]([N+:15]([O-])=O)[CH:7]=1.[NH:18]1[C:26]2[C:21](=[CH:22][CH:23]=[C:24]([NH:27][C:28]([C:30]3[CH:37]=[CH:36][C:33]([CH:34]=O)=[CH:32][CH:31]=3)=[O:29])[CH:25]=2)[CH:20]=[CH:19]1>>[CH3:1][O:2][CH2:3][CH2:4][O:5][C:6]1[CH:11]=[CH:10][C:9]2[N:12]=[C:34]([C:33]3[CH:32]=[CH:31][C:30]([C:28]([NH:27][C:24]4[CH:25]=[C:26]5[C:21]([CH:20]=[CH:19][NH:18]5)=[CH:22][CH:23]=4)=[O:29])=[CH:37][CH:36]=3)[NH:15][C:8]=2[CH:7]=1. Procedure: Compound 664 was prepared according to the procedure similar to that described in Scheme III from 1-(2-methoxyethoxy-3,4-dinitrobenzene and 4-(6-indolylaminocarbonyl)benzaldehyde. [M+H]+ calcd for C25H22N4O3: 427.17; found: 426.99. Starting materials: C(=O)=O (dry ice), CC(=C)C (2-methyl-l-propene), C(O)([O-])=O.[Na+] (sodium hydrogencarbonate), C(C=O)(=O)OC (methyl glyoxylate). Procedure details: The above-obtained solution was cooled to -70° C. in a bath of dry ice and acetone, subsequently 0.56 g (10 mmoles) of 2-methyl-l-propene was bubbled into the cooled solution, and then 88 mg (1 mmole) of methyl glyoxylate was added to the solution. Then, the mixture was allowed to react at -30° C. for 15 hours. Subsequently, 10 ml of an aqueous sodium hydrogencarbonate solution was added to terminate the reaction. The reaction mixture was filtered through Celite and extracted with two 20 ml port... The solvent is CC(=O)C (acetone). Product: O[C@@H](C(=O)OC)CC(=C)C (methyl (R)-2-hydroxy-4-methyl-4-pentenoate). As a reaction SMILES: C(=O)=O.[CH3:4][C:5]([CH3:7])=[CH2:6].[C:8]([O:12][CH3:13])(=[O:11])[CH:9]=[O:10].C(=O)([O-])O.[Na+]>CC(C)=O>[OH:10][C@H:9]([CH2:6][C:5]([CH3:7])=[CH2:4])[C:8]([O:12][CH3:13])=[O:11] |f:3.4|. Yield: 69.4%.